This data is from the Open Reaction Database (ORD), a public repository of structured organic reaction records. The task is: describe an organic reaction: reactants, conditions, products, and yield Reactants: C1(CCCC1)N1[C@@H](C(N(C=2C=NC(=NC12)N1N=C(C=C1)C(=O)O)C)=O)CC ((R)-1-(8-cyclopentyl-7-ethyl-5-methyl-6-oxo-5,6,7,8-tetrahydropteridin-2-yl)-1H-pyrazole-3-carboxylic acid), Cl.CN (methylamine hydrochloride). Product: C1(CCCC1)N1[C@@H](C(N(C=2C=NC(=NC12)N1N=C(C=C1)C(=O)NC)C)=O)CC ((R)-1-(8-cyclopentyl-7-ethyl-5-methyl-6-oxo-5,6,7,8-tetrahydropteridin-2-yl)-N-methyl-1H-pyrazole-3-carboxamide). As a reaction SMILES: [CH:1]1([N:6]2[C:15]3[N:14]=[C:13]([N:16]4[CH:20]=[CH:19][C:18]([C:21]([OH:23])=O)=[N:17]4)[N:12]=[CH:11][C:10]=3[N:9]([CH3:24])[C:8](=[O:25])[C@H:7]2[CH2:26][CH3:27])[CH2:5][CH2:4][CH2:3][CH2:2]1.Cl.[CH3:29][NH2:30]>>[CH:1]1([N:6]2[C:15]3[N:14]=[C:13]([N:16]4[CH:20]=[CH:19][C:18]([C:21]([NH:30][CH3:29])=[O:23])=[N:17]4)[N:12]=[CH:11][C:10]=3[N:9]([CH3:24])[C:8](=[O:25])[C@H:7]2[CH2:26][CH3:27])[CH2:5][CH2:4][CH2:3][CH2:2]1 |f:1.2|. Reported procedure: The title compound was prepared similarly to the methods described in Example 39, with (R)-1-(8-cyclopentyl-7-ethyl-5-methyl-6-oxo-5,6,7,8-tetrahydropteridin-2-yl)-1H-pyrazole-3-carboxylic acid (Example 56) used instead of (R)-1-(8-Cyclopentyl-7-ethyl-5-methyl-6-oxo-5,6,7,8-tetrahydropteridin-2-yl)-1H-pyrazole-4-carboxylic acid (Example 44) and methylamine hydrochloride instead of dimethylamine hydrochloride. LCMS: 384.2 m/z (M+H)+; ret. Time: 3.65 min (Analytical Method A).